This data is from the Open Reaction Database (ORD), a public repository of structured organic reaction records. The task is: describe an organic reaction: reactants, conditions, products, and yield Starting materials: B.C1CCOC1 (borane THF), C1(CCCCC1)OC1=CC=C(C=N1)C#N (6-cyclohexyloxy-pyridine-3-carbonitrile), ice. The solvent is C1CCOC1 (THF). Run at temperature 0 celsius, time 4 hour. The product is NCC=1C=NC(=CC1)OC1CCCCC1 (3-Aminomethyl-6-cyclohexyloxy-pyridine). Yield: 60.2%. RXN SMILES: [CH:1]1([O:7][C:8]2[N:13]=[CH:12][C:11]([C:14]#[N:15])=[CH:10][CH:9]=2)[CH2:6][CH2:5][CH2:4][CH2:3][CH2:2]1.B.C1COCC1>C1COCC1>[NH2:15][CH2:14][C:11]1[CH:12]=[N:13][C:8]([O:7][CH:1]2[CH2:2][CH2:3][CH2:4][CH2:5][CH2:6]2)=[CH:9][CH:10]=1 |f:1.2|. Procedure details: Dissolve 6-cyclohexyloxy-pyridine-3-carbonitrile (1 g, 5 mmol) in anhydrous THF (7 mL) under nitrogen and cool the mixture at 0° C. Add borane-THF complex (15 mL, 15 mmol, 1M solution in THF) and stir the reaction mixture at room temperature overnight. Pour slowly the reaction mixture into an ice-cold 5N aqueous HCl (50 mL) and stir the resulting solution for 4 h. Concentrate in vacuo, take up the resulting solid with a minimum amount of methanol and filter through a SCX-2 column eluting with me... Procedure details: Butylamine (15 ml) in toluene (40 ml) was cooled to −78° C. and a 2.5M solution of butyllithium in hexane (12.91 ml, 31.5 mmol) was added dropwise. After half an hour, ethyl 3,3-dimethylindoline-2(R/S)-carboxylate (4.600 g, 21 mmol) was added to the solution and this mixture was stirred under nitrogen for three hours. The mixture was then poured into a water/ice mixture (50 ml) and extracted with ethyl acetate; the extracts were dried over magnesium sulphate and the solvent was removed to give a... RXN SMILES: [CH2:1]([NH2:5])[CH2:2][CH2:3][CH3:4].C([Li])CCC.CCCCCC.[CH3:17][C:18]1([CH3:32])[C:26]2[C:21](=[CH:22][CH:23]=[CH:24][CH:25]=2)[NH:20][CH:19]1[C:27](OCC)=[O:28]>C1(C)C=CC=CC=1>[CH2:1]([NH:5][C:27]([CH:19]1[C:18]([CH3:32])([CH3:17])[C:26]2[C:21](=[CH:22][CH:23]=[CH:24][CH:25]=2)[NH:20]1)=[O:28])[CH2:2][CH2:3][CH3:4]. Reaction conditions: time 3 hour. Run in C1(=CC=CC=C1)C (toluene). Yields the product C(CCC)NC(=O)C1NC2=CC=CC=C2C1(C)C (3,3-dimethylindoline-2(R/S)-carboxylic Acid Butylamide). Starting materials: solution, C(CCC)[Li] (butyllithium), CCCCCC (hexane), CC1(C(NC2=CC=CC=C12)C(=O)OCC)C (ethyl 3,3-dimethylindoline-2(R/S)-carboxylate), C(CCC)N (Butylamine), water ice. Starting materials: [N+](=O)([O-])C1=CC=C(OC2=NC3=CC=CC=C3C=C2)C=C1 (2-(4-Nitrophenoxy)quinoline). The reagents and catalysts are [Pd] (Pd/C). Solvent: C(C)(=O)OCC (ethyl acetate). Yields the product NC1=CC=C(OC2=NC3=CC=CC=C3C=C2)C=C1 (2-(4-aminophenoxy)quinoline). RXN SMILES: [N+:1]([C:4]1[CH:20]=[CH:19][C:7]([O:8][C:9]2[CH:18]=[CH:17][C:16]3[C:11](=[CH:12][CH:13]=[CH:14][CH:15]=3)[N:10]=2)=[CH:6][CH:5]=1)([O-])=O>C(OCC)(=O)C.[Pd]>[NH2:1][C:4]1[CH:5]=[CH:6][C:7]([O:8][C:9]2[CH:18]=[CH:17][C:16]3[C:11](=[CH:12][CH:13]=[CH:14][CH:15]=3)[N:10]=2)=[CH:19][CH:20]=1. Procedure details: 2-(4-Nitrophenoxy)quinoline (3 mmoles, 0.82 g) was dissolved in 100 ml ethyl acetate and hydrogenated over 2.0 g 5% Pd/C at room temperature for 1 hr. The solution was filtered through cellulose and concentrated to yield 2-(4-aminophenoxy)quinoline 0.58, 82%. Mass Spec (FD) 236. Calculated for C15H12N2O: C, 76.25; H, 5.12, N, 11.86. Found: C, 75.97; H, 5.37; N, 11.83. The reactants are ClC1=CC=C(S1)C(C(C(=O)OCC)CC1=CC=C(C=C1)C(F)(F)F)=O (ethyl 3-(5-chloro-2-thienyl)-3-oxo-2-[4-(trifluoromethyl)benzyl]propionate), Cl (hydrochloric acid). The reagents and catalysts are [BH4-].[Zn+2].[BH4-] (zinc borohydride). Run in C(C)OCC (diethyl ether). Reaction conditions: time 2 hour. Product: ClC1=CC=C(S1)C(C(C(=O)OCC)CC1=CC=C(C=C1)C(F)(F)F)O (ethyl (2RS,3RS)-3-(5-chloro-2-thienyl)-3-hydroxy-2-[4-(trifluoromethyl)benzyl]propionate). RXN SMILES: [Cl:1][C:2]1[S:6][C:5]([C:7](=[O:25])[CH:8]([CH2:14][C:15]2[CH:20]=[CH:19][C:18]([C:21]([F:24])([F:23])[F:22])=[CH:17][CH:16]=2)[C:9]([O:11][CH2:12][CH3:13])=[O:10])=[CH:4][CH:3]=1.Cl>C(OCC)C.[BH4-].[Zn+2].[BH4-]>[Cl:1][C:2]1[S:6][C:5]([CH:7]([OH:25])[CH:8]([CH2:14][C:15]2[CH:16]=[CH:17][C:18]([C:21]([F:22])([F:23])[F:24])=[CH:19][CH:20]=2)[C:9]([O:11][CH2:12][CH3:13])=[O:10])=[CH:4][CH:3]=1 |f:3.4.5|. Procedure: While stirring zinc chloride (6.47 g, 47.5 mmol) in diethyl ether (100 ml), sodium borohydride (3.59 g, 94.9 mmol) was added at room temperature, and the mixture was-stirred as it was for 2 hrs. The insoluble material of the mixture was removed by filtration (washed with diethyl ether) to give a solution of zinc borohydride in diethyl ether. To the obtained solution was added a solution of ethyl 3-(5-chloro-2-thienyl)-3-oxo-2-[4-(trifluoromethyl)benzyl]propionate (9.272 g, 23.73 mmol) in diethyl... Reactants: wax esters, saturated fatty acids, glycerols, ester, fatty acids, CC(C)CCC[C@@H](C)CCC[C@@H](C)CCC\C(\C)=C\CO (phytol), sterols, esters, alcohols, glycerols, esters, sterols, CC(C)CCC[C@@H](C)[C@H]1CC[C@H]2[C@@H]3CC=C4C[C@@H](O)CC[C@]4(C)[C@H]3CC[C@]12C (cholesterol), long-chain acids, fatty alcohols, unsaturated fatty acids, fatty alcohols, alcohols, esters. Run in O (water), O (water). The product is C(CCCCCCCCCCCCCCCCC)(=O)OCCCCCCCCCCCCCCCC (cetyl stearate). RXN SMILES: C[CH:2]([CH2:4][CH2:5][CH2:6][C@H:7]([CH2:9][CH2:10][CH2:11][C@H:12]([CH2:14][CH2:15][CH2:16]/[C:17](=[CH:19]/[CH2:20][OH:21])/C)C)C)[CH3:3].CC([CH2:25][CH2:26][CH2:27][C@H:28]([C@@H:30]1[C@:48]2(C)[C@H:33]([C@H:34]3[C@H:45]([CH2:46][CH2:47]2)[C@]2(C)[C:37]([CH2:38][C@H:39](CC2)[OH:40])=[CH:36][CH2:35]3)[CH2:32][CH2:31]1)C)C>O>[C:39]([O:21][CH2:20][CH2:19][CH2:17][CH2:16][CH2:15][CH2:14][CH2:12][CH2:11][CH2:10][CH2:9][CH2:7][CH2:6][CH2:5][CH2:4][CH2:2][CH3:3])(=[O:40])[CH2:38][CH2:37][CH2:36][CH2:35][CH2:34][CH2:45][CH2:46][CH2:47][CH2:48][CH2:33][CH2:32][CH2:31][CH2:30][CH2:28][CH2:27][CH2:26][CH3:25]. Procedure details: The encapsulant is soluble in the polymerizer, and solid at room temperature. Examples of encapsulants are polymers and waxes. Waxes include waxy polymers. Waxes are water insoluble, organic materials that are solid or semi-solid at room temperature and usually of lower density than water, and typically can be melted above room temperature to form a liquid. Preferred waxes include any naturally occurring and synthetic waxes, wax esters, and greases that generally have a melting temperature of 30... The reactants are O=C(Cl)c1ccccc1, Cc1cc(=O)n(C)c(=O)n1C, Cc1ccccc1, [Cl-], [Cl-], [Zn+2]. Product: Cc1c(C(=O)c2ccccc2)c(=O)n(C)c(=O)n1C. Reaction SMILES: [C:12]([c:13]1[cH:14][cH:15][cH:16][cH:17][cH:18]1)(=[O:19])[Cl:20].[CH3:1][n:2]1[c:3](=[O:11])[n:4]([CH3:10])[c:5](=[O:9])[cH:6][c:7]1[CH3:8].[CH3:21][c:22]1[cH:23][cH:24][cH:25][cH:26][cH:27]1.[Cl-:28].[Cl-:30].[Zn+2:29]>>[CH3:1][n:2]1[c:3](=[O:11])[n:4]([CH3:10])[c:5](=[O:9])[c:6]([C:12]([c:13]2[cH:14][cH:15][cH:16][cH:17][cH:18]2)=[O:19])[c:7]1[CH3:8]. The reactants are C(C)OC(=O)C1=C(N(C(=C1C(=O)OCC)C(O)C1=CC=C(C=C1)Cl)C(C)C)Br (2-bromo-5-[(4-chloro-phenyl)-hydroxy-methyl]-1-isopropyl-1H-pyrrole-3,4-dicarboxylic acid diethyl ester), NC=1C(N(C=C(C1)Cl)C)=O (3-amino-5-chloro-1-methyl-1H-pyridin-2-one), NC=1C=C(C(N(C1)C)=O)Cl (5-amino-3-chloro-1-methyl-1H-pyridin-2-one), C(C)OC(=O)C1=C(N(C=C1)C(C)C)C(O)C1=CC=C(C=C1)Cl (2-[(4-chloro-phenyl)-hydroxy-methyl]-1-isopropyl-1H-pyrrole-3-carboxylic acid ethyl ester). Product: C(C)OC(=O)C1=C(N(C(=C1C(=O)OCC)C(C1=CC=C(C=C1)Cl)NC1=CN(C(C(=C1)Cl)=O)C)C(C)C)Br (2-Bromo-5-[(5-chloro-1-methyl-6-oxo-1,6-dihydro-pyridin-3-ylamino)-(4-chloro-phenyl)-methyl]-1-isopropyl-1H-pyrrole-3,4-dicarboxylic acid diethyl ester). As a reaction SMILES: [CH2:1]([O:3][C:4]([C:6]1[C:10]([C:11]([O:13][CH2:14][CH3:15])=[O:12])=[C:9]([CH:16]([C:18]2[CH:23]=[CH:22][C:21]([Cl:24])=[CH:20][CH:19]=2)O)[N:8]([CH:25]([CH3:27])[CH3:26])[C:7]=1[Br:28])=[O:5])[CH3:2].[NH2:29][C:30]1[CH:31]=[C:32]([Cl:38])[C:33](=[O:37])[N:34]([CH3:36])[CH:35]=1.C(OC(C1C=CN(C(C)C)C=1C(C1C=CC(Cl)=CC=1)O)=O)C.NC1C(=O)N(C)C=C(Cl)C=1>>[CH2:1]([O:3][C:4]([C:6]1[C:10]([C:11]([O:13][CH2:14][CH3:15])=[O:12])=[C:9]([CH:16]([NH:29][C:30]2[CH:31]=[C:32]([Cl:38])[C:33](=[O:37])[N:34]([CH3:36])[CH:35]=2)[C:18]2[CH:23]=[CH:22][C:21]([Cl:24])=[CH:20][CH:19]=2)[N:8]([CH:25]([CH3:27])[CH3:26])[C:7]=1[Br:28])=[O:5])[CH3:2]. Procedure: The title compound was prepared in analogy to the procedure described for Step L3 but 2-bromo-5-[(4-chloro-phenyl)-hydroxy-methyl]-1-isopropyl-1H-pyrrole-3,4-dicarboxylic acid diethyl ester (Step BM2) and 5-amino-3-chloro-1-methyl-1H-pyridin-2-one (Step E5) were used instead of 2-[(4-chloro-phenyl)-hydroxy-methyl]-1-isopropyl-1H-pyrrole-3-carboxylic acid ethyl ester and 3-amino-5-chloro-1-methyl-1H-pyridin-2-one respectively. The title compound was obtained as a blue foam. tR: 1.28 min (HPLC 3);...